This data is from the Open Reaction Database (ORD), a public repository of structured organic reaction records. The task is: describe an organic reaction: reactants, conditions, products, and yield Starting materials: C(CC)N(C1CC2=C(C=CC=C2CC1)OCCN)CCC (2-dipropylamino-8-(2-aminoethoxy)-1,2,3,4-tetrahydronaphthalene), [O-]C#N.[K+] (potassium cyanate). Run in O (water), O (water), Cl (hydrochloric acid). Run at time 3 hour. Yields the product C(CC)N(C1CC2=C(C=CC=C2CC1)OCCNC(=O)N)CCC (2-Dipropylamino-8-ureidoethoxy-1,2,3,4-tetrahydronaphthalene). RXN SMILES: [CH2:1]([N:4]([CH2:19][CH2:20][CH3:21])[CH:5]1[CH2:14][CH2:13][C:12]2[C:7](=[C:8]([O:15][CH2:16][CH2:17][NH2:18])[CH:9]=[CH:10][CH:11]=2)[CH2:6]1)[CH2:2][CH3:3].[O-:22][C:23]#[N:24].[K+]>O.Cl>[CH2:19]([N:4]([CH2:1][CH2:2][CH3:3])[CH:5]1[CH2:14][CH2:13][C:12]2[C:7](=[C:8]([O:15][CH2:16][CH2:17][NH:18][C:23]([NH2:24])=[O:22])[CH:9]=[CH:10][CH:11]=2)[CH2:6]1)[CH2:20][CH3:21] |f:1.2|. Reported procedure: 1.45 g (5 mmol) of 2-dipropylamino-8-(2-aminoethoxy)-1,2,3,4-tetrahydronaphthalene were dissolved in 10 ml of water and 10 ml of 1N hydrochloric acid. A solution of 4.1 g (50 mmol) of potassium cyanate and 20 ml of water was then added dropwise at a temperature of +60° C. The mixture was stirred for 3 h at +60° C., the reaction product precipitating. This was filtered off under suction, and the residue was stirred with hot petroleum ether. After cooling, the product was filtered off under suctio... Starting materials: O=C([O-])[O-], COc1cccc(SCC(C)CO)c1O, CI, CC(C)=O, [K+], [K+]. Product: COc1cccc(SCC(C)CO)c1OC. Reaction SMILES: [C:16](=[O:17])([O-:18])[O-:19].[CH3:1][CH:2]([CH2:3][OH:4])[CH2:5][S:6][c:7]1[c:8]([OH:15])[c:9]([O:13][CH3:14])[cH:10][cH:11][cH:12]1.[CH3:22][I:23].[CH3:24][C:25](=[O:26])[CH3:27].[K+:20].[K+:21]>>[CH3:1][CH:2]([CH2:3][OH:4])[CH2:5][S:6][c:7]1[c:8]([O:15][CH3:16])[c:9]([O:13][CH3:14])[cH:10][cH:11][cH:12]1. Starting materials: C1(=CC=CC=C1)C1(CN(CC1)C(C1=CC(=C(C(=C1)OC)OC)OC)=O)CCN1CCC(CC1)(C(=O)N)C1=CC=CC=C1 (1-[2-[3-phenyl-1-(3,4,5-trimethoxy-benzoyl)-pyrrolidin-3-yl]-ethyl]-4-phenyl-piperidine-4-carboxylic acid amide), HCl(gas), ClCCl (dichloromethane). Yields the product Cl.C1(=CC=CC=C1)C1(CN(CC1)C(C1=CC(=C(C(=C1)OC)OC)OC)=O)CCN1CCC(CC1)(C(=O)N)C1=CC=CC=C1 (1-[2-[3-phenyl-1-(3,4,5-trimethoxy-benzoyl)-pyrrolidin-3-yl]-ethyl]-4-phenyl-piperidine-4-carboxylic acid amide hydrochloride). RXN SMILES: [C:1]1([C:7]2([CH2:26][CH2:27][N:28]3[CH2:33][CH2:32][C:31]([C:37]4[CH:42]=[CH:41][CH:40]=[CH:39][CH:38]=4)([C:34]([NH2:36])=[O:35])[CH2:30][CH2:29]3)[CH2:11][CH2:10][N:9]([C:12](=[O:25])[C:13]3[CH:18]=[C:17]([O:19][CH3:20])[C:16]([O:21][CH3:22])=[C:15]([O:23][CH3:24])[CH:14]=3)[CH2:8]2)[CH:6]=[CH:5][CH:4]=[CH:3][CH:2]=1.[Cl:43]CCl>>[ClH:43].[C:1]1([C:7]2([CH2:26][CH2:27][N:28]3[CH2:33][CH2:32][C:31]([C:37]4[CH:38]=[CH:39][CH:40]=[CH:41][CH:42]=4)([C:34]([NH2:36])=[O:35])[CH2:30][CH2:29]3)[CH2:11][CH2:10][N:9]([C:12](=[O:25])[C:13]3[CH:14]=[C:15]([O:23][CH3:24])[C:16]([O:21][CH3:22])=[C:17]([O:19][CH3:20])[CH:18]=3)[CH2:8]2)[CH:6]=[CH:5][CH:4]=[CH:3][CH:2]=1 |f:2.3|. Reported procedure: Prepared by the method of example 3.3A using 1-[2-[3-phenyl-1-(3,4,5-trimethoxy-benzoyl)-pyrrolidin-3-yl]-ethyl]-4-phenyl-piperidine-4-carboxylic acid amide (710 mg, 1.24 mmol) and dichloromethane saturated with HCl(gas) (20 mL). The solution was concentrated in vacuo to obtain a residue. The residue was dried under high vacuum at 56° C. for 18 h to afford the title compound: The reactants are COC(C1C(C(=C(C(=C1)N1C=CC=C1)SC1=CC=CC=C1)[N+](=O)[O-])=S(=O)=O)=O (3-nitro-4-phenylthio-5-pyrrol-1-yl-sulfonylbenzoic acid methyl ester), C (charcoal). Reagents/catalysts: [Pd] (palladium). Run in C(C)(=O)OCC (ethyl acetate). Yields the product COC(C1C(C(=C(C(=C1)N1C=CC=C1)SC1=CC=CC=C1)N)=S(=O)=O)=O (3-Amino-4-phenylthio-5-pyrrol-1-yl-sulfonylbenzoic acid methyl ester). Yield: 80.0%. As a reaction SMILES: [CH3:1][O:2][C:3](=[O:28])[CH:4]1[CH:9]=[C:8]([N:10]2[CH:14]=[CH:13][CH:12]=[CH:11]2)[C:7]([S:15][C:16]2[CH:21]=[CH:20][CH:19]=[CH:18][CH:17]=2)=[C:6]([N+:22]([O-])=O)[C:5]1=[S:25](=[O:27])=[O:26].C>C(OCC)(=O)C.[Pd]>[CH3:1][O:2][C:3](=[O:28])[CH:4]1[CH:9]=[C:8]([N:10]2[CH:11]=[CH:12][CH:13]=[CH:14]2)[C:7]([S:15][C:16]2[CH:17]=[CH:18][CH:19]=[CH:20][CH:21]=2)=[C:6]([NH2:22])[C:5]1=[S:25](=[O:27])=[O:26]. Reported procedure: 20 g of 3-nitro-4-phenylthio-5-pyrrol-1-yl-sulfonylbenzoic acid methyl ester in 1 liter of ethyl acetate are hydrogenated in the presence of 2 g of palladium on active charcoal, initially at room temperature and then at 40°-50° C. After filtering off the catalyst and concentrating the filtrate under reduced pressure, the residue is chromatographed over a silica gel column, using methylene chloride. The fractions containing the desired product are freed from solvent and the residue is recrystalli... Reactants: steel, ClC=1C(=NC=CC1Cl)CO (3,4-dichloro-2-hydroxymethylpyridine), amine. Run in CNCCO (2-methylaminoethanol). Product: ClC=1C(=NC=CC1N(C)CCO)CO (3-Chloro-4-[N-(2-hydroxyethyl)-N-methylamino]-2-hydroxymethylpyridine). As a reaction SMILES: [Cl:1][C:2]1[C:3]([CH2:9][OH:10])=[N:4][CH:5]=[CH:6][C:7]=1Cl>CNCCO>[Cl:1][C:2]1[C:3]([CH2:9][OH:10])=[N:4][CH:5]=[CH:6][C:7]=1[N:4]([CH2:3][CH2:9][OH:10])[CH3:5]. Procedure details: A mixture of 3,4-dichloro-2-hydroxymethylpyridine (J.Med.Chem. 1989, 32, 1970) (2.5 g) in 2-methylaminoethanol (30 ml) is heated at 160° C. for 2.5 h in a steel autoclave, the excess amine is stripped off under high vacuum and the residue which remains is chromatographed on silica gel (dichloromethane/methanol 95/S).